This data is from the Open Reaction Database (ORD), a public repository of structured organic reaction records. The task is: describe an organic reaction: reactants, conditions, products, and yield Starting materials: COc1cc(C(OC)OC)cc([N+](=O)[O-])c1OS(=O)(=O)C(F)(F)F, CC#N, CCOC(C)=O, O=C[O-]. The product is COc1cc(C(OC)OC)cc([N+](=O)[O-])c1. As a reaction SMILES: [CH3:1][O:2][CH:3]([c:4]1[cH:5][c:6]([O:21][CH3:22])[c:7]([O:13][S:14]([C:15]([F:16])([F:17])[F:18])(=[O:19])=[O:20])[c:8]([N+:10](=[O:11])[O-:12])[cH:9]1)[O:23][CH3:24].[CH3:25][C:26]#[N:27].[CH3:31][CH2:32][O:33][C:34]([CH3:35])=[O:36].[CH:28]([O-:29])=[O:30]>>[CH3:1][O:2][CH:3]([c:4]1[cH:5][c:6]([O:21][CH3:22])[cH:7][c:8]([N+:10](=[O:11])[O-:12])[cH:9]1)[O:23][CH3:24]. The reactants are CO, Cl, CC(NS(=O)C(C)(C)C)c1ccc(F)cn1. Product: Cl, CC(N)c1ccc(F)cn1. Reaction SMILES: [CH3:18][OH:19].[ClH:17].[F:1][c:2]1[cH:3][cH:4][c:5]([CH:8]([CH3:9])[NH:10][S:11]([C:12]([CH3:13])([CH3:14])[CH3:15])=[O:16])[n:6][cH:7]1>>[ClH:17].[F:1][c:2]1[cH:3][cH:4][c:5]([CH:8]([CH3:9])[NH2:10])[n:6][cH:7]1.